From a dataset of the Open Reaction Database (ORD), a public repository of structured organic reaction records. describe an organic reaction: reactants, conditions, products, and yield The reactants are N(C)CC(=O)O (Sarcosine), ClC(=O)OCC1=CC=CC=C1 (benzyl chloroformate). Run in [OH-].[Na+] (sodium hydroxide), [OH-].[Na+] (sodium hydroxide). Conditions: time 18 hour. The product is C1(=CC=CC=C1)COC(=O)N(C)CC(=O)O (N-phenylmethoxycarbonyl-sarcosine). Isolated yield 95.4%. RXN SMILES: [NH:1]([CH2:3][C:4]([OH:6])=[O:5])[CH3:2].Cl[C:8]([O:10][CH2:11][C:12]1[CH:17]=[CH:16][CH:15]=[CH:14][CH:13]=1)=[O:9]>[OH-].[Na+]>[C:12]1([CH2:11][O:10][C:8]([N:1]([CH2:3][C:4]([OH:6])=[O:5])[CH3:2])=[O:9])[CH:17]=[CH:16][CH:15]=[CH:14][CH:13]=1 |f:2.3|. Procedure: This material was prepared following the method of R. S. Tipton and B. A. Pawson [J. Org. Chem., 26, 4648 (1961)]. Sarcosine (8.90 g, 1.0 mole) was dissolved in 500 ml of 2 N sodium hydroxide with cooling in an ice bath. Simultaneously, 550 ml of 2 N sodium hydroxide and benzyl chloroformate [196 g (95%), 1.095 moles] were added over a period of one hour with rapid stirring. The resulting reaction mixture was stirred for about 18 hours at ambient temperature, after which time it was extracted wi... Starting materials: Cl.ClC1=NC=CC=C1 (chloropyridine hydrochloride), C(O)([O-])=O.[Na+] (sodium hydrogen carbonate), Cl.C(C)(=O)NC1CCNCC1 (4-acetylaminopiperidine hydrochloride). Run in CC(CCO)C (3-methyl 1-butanol). Yields the product C(C)(=O)NC1CCN(CC1)C1=CC=NC=C1 (4-acetylamino-1-(4-pyridyl)piperidine). As a reaction SMILES: Cl.[C:2]([NH:5][CH:6]1[CH2:11][CH2:10][NH:9][CH2:8][CH2:7]1)(=[O:4])[CH3:3].Cl.Cl[C:14]1[CH:19]=[CH:18][CH:17]=[CH:16][N:15]=1.C(=O)([O-])O.[Na+]>CC(C)CCO>[C:2]([NH:5][CH:6]1[CH2:11][CH2:10][N:9]([C:18]2[CH:17]=[CH:16][N:15]=[CH:14][CH:19]=2)[CH2:8][CH2:7]1)(=[O:4])[CH3:3] |f:0.1,2.3,4.5|. Procedure details: A mixture of the product from step (ii) (1.79 g), -chloropyridine hydrochloride (1.50 g), sodium hydrogen carbonate (2.86 g) in 3-methyl 1-butanol (25 ml) was heated at reflux temperature for 16 hours. The cooled mixture was filtered and the filtrate concentrated in vacuo. Purification of the residue by flash chromatography on silica, eluting with methanol/dichloromethane (1:2 v/v) gave 4-acetylamino-1-(4-pyridyl)piperidine as a foam, 0.69 g: NMR(d6DMSO) δ8.10(2H,d), 7.80(1H,bd), 6.80(2H,dd), 3.... Reactants: COC(C1=C(C=C(C=C1)NC(CC1=CC(=CC=C1)C(F)(F)F)=O)OC)=O (2-Methoxy-4-[2-(3-trifluoromethylphenyl)acetylamino]benzoic acid methyl ester), [H-].C(C(C)C)[Al+]CC(C)C (Diisobutylaluminum hydride). Run in C(Cl)Cl (DCM). Reaction conditions: temperature -20 celsius, time 2 hour. The product is OCC1=C(C=C(C=C1)NC(CC1=CC(=CC=C1)C(F)(F)F)=O)OC (N-(4-hydroxymethyl-3-methoxyphenyl)-2-(3-trifluoromethylphenyl)acetamide). As a reaction SMILES: C[O:2][C:3](=O)[C:4]1[CH:9]=[CH:8][C:7]([NH:10][C:11](=[O:23])[CH2:12][C:13]2[CH:18]=[CH:17][CH:16]=[C:15]([C:19]([F:22])([F:21])[F:20])[CH:14]=2)=[CH:6][C:5]=1[O:24][CH3:25].[H-].C([Al+]CC(C)C)C(C)C>C(Cl)Cl>[OH:2][CH2:3][C:4]1[CH:9]=[CH:8][C:7]([NH:10][C:11](=[O:23])[CH2:12][C:13]2[CH:18]=[CH:17][CH:16]=[C:15]([C:19]([F:22])([F:20])[F:21])[CH:14]=2)=[CH:6][C:5]=1[O:24][CH3:25] |f:1.2|. Procedure: 2-Methoxy-4-[2-(3-trifluoromethylphenyl)acetylamino]benzoic acid methyl ester (2.0 g, 5.4 mmol) was dissolved in dry DCM (100 mL) under nitrogen and cooled to −20° C. Diisobutylaluminum hydride (1.2 M in toluene, 18.9 mmol, 16 mL) was dropwise added over 40min. The reaction mixture was heated to 20° C. and stirred at this temperature for 2 hr. After dilution with DCM (100 mL) the reaction mixture was quenched by dropwise addition of water (10 mL) at 20-25° C. The mixture was filtered after 16 hr...